This data is from the Open Reaction Database (ORD), a public repository of structured organic reaction records. The task is: describe an organic reaction: reactants, conditions, products, and yield Starting materials: CC(C(=O)NC(c1ccc(OCc2ccccc2)cc1)C1CCCN1C(=O)OC(C)(C)C)c1ccccc1, CO, [H][H]. The product is CC(C(=O)NC(c1ccc(O)cc1)C1CCCN1C(=O)OC(C)(C)C)c1ccccc1. As a reaction SMILES: [CH2:1]([c:2]1[cH:3][cH:4][cH:5][cH:6][cH:7]1)[O:8][c:9]1[cH:10][cH:11][c:12]([CH:15]([CH:16]2[N:17]([C:21](=[O:22])[O:23][C:24]([CH3:25])([CH3:26])[CH3:27])[CH2:18][CH2:19][CH2:20]2)[NH:28][C:29]([CH:30]([CH3:31])[c:32]2[cH:33][cH:34][cH:35][cH:36][cH:37]2)=[O:38])[cH:13][cH:14]1.[CH3:41][OH:42].[H:39][H:40]>>[OH:8][c:9]1[cH:10][cH:11][c:12]([CH:15]([CH:16]2[N:17]([C:21](=[O:22])[O:23][C:24]([CH3:25])([CH3:26])[CH3:27])[CH2:18][CH2:19][CH2:20]2)[NH:28][C:29]([CH:30]([CH3:31])[c:32]2[cH:33][cH:34][cH:35][cH:36][cH:37]2)=[O:38])[cH:13][cH:14]1. Reactants: Cl.NC1=CC=C(C2=CC=CC=C12)C(=O)O (4-Amino-naphthalene-1-carboxylic acid hydrochloride), C(=O)(N1C=NC=C1)N1C=NC=C1 (carbonyldiimidazole), C(C)(C)(C)O (tert-butyl alcohol). The solvent is C(C)N(CC)CC (triethylamine), CCOC(=O)C (EtOAc). Reaction conditions: time 12 hour. Yields the product C(C)(C)(C)OC(=O)C1=CC=C(C2=CC=CC=C12)N (4-amino-naphthalene-1-carboxylic acid tert-butyl ester). The yield is 29.0%. As a reaction SMILES: Cl.[NH2:2][C:3]1[C:12]2[C:7](=[CH:8][CH:9]=[CH:10][CH:11]=2)[C:6]([C:13]([OH:15])=[O:14])=[CH:5][CH:4]=1.C(N1C=CN=C1)(N1C=CN=C1)=O.[C:28](O)([CH3:31])([CH3:30])[CH3:29]>C(N(CC)CC)C.CCOC(C)=O>[C:28]([O:14][C:13]([C:6]1[C:7]2[C:12](=[CH:11][CH:10]=[CH:9][CH:8]=2)[C:3]([NH2:2])=[CH:4][CH:5]=1)=[O:15])([CH3:31])([CH3:30])[CH3:29] |f:0.1|. Procedure: 3.6 g (16 mmol) of 4-Amino-naphthalene-1-carboxylic acid hydrochloride, (T. Nakayama et al, Chem. Pharm. Bull, 1984, 32, 3968-3980), was suspended in 44 mL of tert-butyl alcohol and 3.3 mL of triethylamine. To this was added 3.1 g (19 mmol) of carbonyldiimidazole. An exothermic reaction was noted, and the brown solution was stirred at room temperature for 12 h. After this time, the reaction was diluted with EtOAc, filtered through diatomaceous earth and concentrated in vacuo. Purification on sil... Reactants: ClC=1C=C(C(=O)N2CCC(CC2)(F)CN2C(C3=CC=CC=C3C2=O)=O)C=CC1F (2-[l-(3-chloro-4-fluorobenzoyl)-4-fluoropiperidin-4-yl-methyl]isoindole-1,3-dione), C(O)CN (ethanolamine). Reaction conditions: temperature 55 celsius. The product is NCC1(CCN(CC1)C(=O)C1=CC(=C(C=C1)F)Cl)F ((4-aminomethyl-4-fluoropiperidin-1-yl)-(3-chloro-4-fluorophenyl)methanone). Isolated yield 87.3%. As a reaction SMILES: [Cl:1][C:2]1[CH:3]=[C:4]([CH:26]=[CH:27][C:28]=1[F:29])[C:5]([N:7]1[CH2:12][CH2:11][C:10]([CH2:14][N:15]2C(=O)C3C(=CC=CC=3)C2=O)([F:13])[CH2:9][CH2:8]1)=[O:6].C(CN)O>>[NH2:15][CH2:14][C:10]1([F:13])[CH2:11][CH2:12][N:7]([C:5]([C:4]2[CH:26]=[CH:27][C:28]([F:29])=[C:2]([Cl:1])[CH:3]=2)=[O:6])[CH2:8][CH2:9]1. Procedure details: 0.10 g of 2-[l-(3-chloro-4-fluorobenzoyl)-4-fluoropiperidin-4-yl-methyl]isoindole-1,3-dione (0.238 mmol) and 0.50 ml of ethanolamine (8.28 mmol) are mixed and the solution obtained is heated at 55° C. under a nitrogen atmosphere for 2 hours. The mixture is poured into ice-cold water and then extracted with chloroform. The organic phase is washed with a saturated aqueous solution of sodium chloride, dried over magnesium sulfate, filtered and the solvent evaporated off. 0.06 g of the title product... Reactants: CCCC[N+](CCCC)(CCCC)CCCC, C1CCOC1, Cc1cc(C#C[Si](C)(C)C)cnc1NC(=O)CN1CCCC1, [F-]. Yields the product C#Cc1cnc(NC(=O)CN2CCCC2)c(C)c1. Reaction SMILES: [CH2:2]([N+:3]([CH2:4][CH2:5][CH2:6][CH3:7])([CH2:8][CH2:9][CH2:10][CH3:11])[CH2:12][CH2:13][CH2:14][CH3:15])[CH2:16][CH2:17][CH3:18].[CH2:41]1[O:42][CH2:43][CH2:44][CH2:45]1.[CH3:19][c:20]1[c:21]([NH:32][C:33]([CH2:34][N:35]2[CH2:36][CH2:37][CH2:38][CH2:39]2)=[O:40])[n:22][cH:23][c:24]([C:26]#[C:27][Si:28]([CH3:29])([CH3:30])[CH3:31])[cH:25]1.[F-:1]>>[CH3:19][c:20]1[c:21]([NH:32][C:33]([CH2:34][N:35]2[CH2:36][CH2:37][CH2:38][CH2:39]2)=[O:40])[n:22][cH:23][c:24]([C:26]#[CH:27])[cH:25]1. Starting materials: N1(CCOCC1)C=1SC=C(N1)C(=O)OCC (ethyl 2-(4-morpholinyl)thiazole-4-carboxylate), [H-].[Al+3].[Li+].[H-].[H-].[H-] (lithium aluminum hydride). The solvent is C1CCOC1 (THF), C1(=CC=CC=C1)C (toluene), C1CCOC1 (THF). Run at temperature 0 celsius, time 1 hour. The product is NC(=S)N1CCOCC1 (4-((Amino)thiocarbonyl)morpholine). The yield is 83.6%. As a reaction SMILES: [H-].[Al+3].[Li+].[H-].[H-].[H-].[N:7]1([C:13]2[S:14]C=C(C(OCC)=O)[N:17]=2)[CH2:12][CH2:11][O:10][CH2:9][CH2:8]1>C1(C)C=CC=CC=1.C1COCC1>[NH2:17][C:13]([N:7]1[CH2:12][CH2:11][O:10][CH2:9][CH2:8]1)=[S:14] |f:0.1.2.3.4.5|. Procedure: A solution of 7.0 ml (7.0 mmol) of lithium aluminum hydride in toluene was diluted with 10 ml of THF, cooled to 0° C., and treated with a solution of 1.7 g (7.0 mmol) of ethyl 2-(4-morpholinyl)thiazole-4-carboxylate in 25 ml of THF. The resulting solution was stirred for 1 h, quenched cautiously with aqueous Rochelle's salts, diluted with chloroform, filtered, dired over Na2SO4, and concentrated in vacuo. Silica gel chromatography using 2-4% methanol in chloroform provided 856 mg (61%) of the de... Starting materials: ClC=1N=C(C2=C(N1)C(CC2)C2=CC=C(C=C2)F)Cl (2,4-dichloro-7-(4-fluorophenyl)-6,7-dihydro-5H cyclopenta[d]pyrimidine), C(C)(C)N(CC)C(C)C (diisopropylethylamine), C(C)#N (acetonitrile), N-1-methylethane-1,2-diamine. Conditions: time 18 hour. Yields the product ClC=1N=C(C2=C(N1)C(CC2)C2=CC=C(C=C2)F)NCCNC (N1-(2-chloro-7-(4-fluorophenyl)-6,7-dihydro-5H-cyclopenta[d]pyrimidin-4-yl)-N2-methylethane-1,2-diamine). Yield: 70.6%. Reaction SMILES: [Cl:1][C:2]1[N:3]=[C:4](Cl)[C:5]2[CH2:10][CH2:9][CH:8]([C:11]3[CH:16]=[CH:15][C:14]([F:17])=[CH:13][CH:12]=3)[C:6]=2[N:7]=1.[CH:19]([N:22]([CH:25](C)C)CC)(C)[CH3:20].C(#[N:30])C>>[Cl:1][C:2]1[N:3]=[C:4]([NH:30][CH2:20][CH2:19][NH:22][CH3:25])[C:5]2[CH2:10][CH2:9][CH:8]([C:11]3[CH:16]=[CH:15][C:14]([F:17])=[CH:13][CH:12]=3)[C:6]=2[N:7]=1. Reported procedure: To a solution of 2,4-dichloro-7-(4-fluorophenyl)-6,7-dihydro-5H cyclopenta[d]pyrimidine (2.0 g, 7.06 mmol) in acetonitrile (50 mL) was added diisopropylethylamine (1.369 g, 10.60 mmol) followed by N-1-methylethane-1,2-diamine (0.628 g, 8.48 mmol) at room temperature. The reaction mixture was stirred at rt for 18 h. The solvent was removed under reduced pressure and the residue was taken in dichloromethane (10 mL) and silica (2 g). The resultant slurry of the compound on silica was subjected to f... The reactants are O1CC(C1)=O (3-Oxetanone), C(C)(=O)O[BH-](OC(C)=O)OC(C)=O.[Na+] (sodium triacetoxyborohydride), C(#N)C1(CCNCC1)C1=CC=C(C=N1)NC(=O)C=1C=NN(C1C)C1=NC=C(C=C1)C(F)(F)F (N-[6-(4-cyanopiperidin-4-yl)pyridin-3-yl]-5-methyl-1-[5-(trifluoromethyl)pyridin-2-yl]-1H-pyrazole-4-carboxamide), O1CC(C1)=O (3-oxetanone), C(C)(=O)O[BH-](OC(C)=O)OC(C)=O.[Na+] (sodium triacetoxyborohydride), C([O-])(O)=O.[Na+] (sodium bicarbonate). The solvent is O1CCCC1 (tetrahydrofuran), ClCCl (dichloromethane). Conditions: time 6 hour. Yields the product C(#N)C1(CCN(CC1)C1COC1)C1=CC=C(C=N1)NC(=O)C=1C=NN(C1C)C1=NC=C(C=C1)C(F)(F)F (N-{6-[4-Cyano-1-(oxetan-3-yl)piperidin-4-yl]pyridin-3-yl}-5-methyl-1-[5-(trifluoromethyl)-pyridin-2-yl]-1H-pyrazole-4-carboxamide). Isolated yield 44.5%. RXN SMILES: [O:1]1[CH2:4][C:3](=O)[CH2:2]1.C(O[BH-](OC(=O)C)OC(=O)C)(=O)C.[Na+].[C:20]([C:22]1([C:28]2[N:33]=[CH:32][C:31]([NH:34][C:35]([C:37]3[CH:38]=[N:39][N:40]([C:43]4[CH:48]=[CH:47][C:46]([C:49]([F:52])([F:51])[F:50])=[CH:45][N:44]=4)[C:41]=3[CH3:42])=[O:36])=[CH:30][CH:29]=2)[CH2:27][CH2:26][NH:25][CH2:24][CH2:23]1)#[N:21].C(=O)(O)[O-].[Na+]>ClCCl.O1CCCC1>[C:20]([C:22]1([C:28]2[N:33]=[CH:32][C:31]([NH:34][C:35]([C:37]3[CH:38]=[N:39][N:40]([C:43]4[CH:48]=[CH:47][C:46]([C:49]([F:52])([F:51])[F:50])=[CH:45][N:44]=4)[C:41]=3[CH3:42])=[O:36])=[CH:30][CH:29]=2)[CH2:23][CH2:24][N:25]([CH:3]2[CH2:2][O:1][CH2:4]2)[CH2:26][CH2:27]1)#[N:21] |f:1.2,4.5|. Procedure: 3-Oxetanone (316 mg) and sodium triacetoxyborohydride (112 mg) were added at room temperature to a solution of N-[6-(4-cyanopiperidin-4-yl)pyridin-3-yl]-5-methyl-1-[5-(trifluoromethyl)pyridin-2-yl]-1H-pyrazole-4-carboxamide (200 mg) described in Reference Example 169 in dichloromethane (20 ml) and tetrahydrofuran (20 ml), and stirred at the same temperature for eight hours. Further 3-oxetanone (316 mg) and sodium triacetoxyborohydride (112 mg) were added at room temperature and stirred at the sa...